From a dataset of the Open Reaction Database (ORD), a public repository of structured organic reaction records. describe an organic reaction: reactants, conditions, products, and yield The reactants are C(C)OP(OCC)(=O)C1=C(C=CC(=C1)I)O ((2-hydroxy-5-iodo-phenyl)-phosphonic acid diethyl ester), C([O-])([O-])=O.[Cs+].[Cs+] (cesium carbonate), C(C1=CC=CC=C1)Br (benzyl bromide). Run in CN(C)C=O (DMF). Reaction conditions: time 2.5 day. Product: C(C)OP(OCC)(=O)C1=C(C=CC(=C1)I)OCC1=CC=CC=C1 ((2-benzyloxy-5-iodo-phenyl)-phosphonic acid diethyl ester). The yield is 94.6%. RXN SMILES: [CH2:1]([O:3][P:4]([C:9]1[CH:14]=[C:13]([I:15])[CH:12]=[CH:11][C:10]=1[OH:16])(=[O:8])[O:5][CH2:6][CH3:7])[CH3:2].C(=O)([O-])[O-].[Cs+].[Cs+].[CH2:23](Br)[C:24]1[CH:29]=[CH:28][CH:27]=[CH:26][CH:25]=1>CN(C=O)C>[CH2:1]([O:3][P:4]([C:9]1[CH:14]=[C:13]([I:15])[CH:12]=[CH:11][C:10]=1[O:16][CH2:23][C:24]1[CH:29]=[CH:28][CH:27]=[CH:26][CH:25]=1)(=[O:8])[O:5][CH2:6][CH3:7])[CH3:2] |f:1.2.3|. Procedure: To a mixture of (2-hydroxy-5-iodo-phenyl)-phosphonic acid diethyl ester (14.7 g, 41.2 mmol) and cesium carbonate, (17.4 g, 53.5 mmol) in DMF (150 mL) was added benzyl bromide (6.40 mL, 54 mmol). The reaction was allowed to stir for 2.5 days at rt at which point the reaction was concentrated under reduced pressure, the residue diluted in 0.5 N HCl (30 mL) and extracted twice with EtOAc. The pooled organic extracts were washed with brine, dried over anhydrous Na2SO4 and concentrated under reduced ... Isolated yield 47.0%. Product: C(C)(C)(C)C1=CC=C(COC2=CC(N(C=C2)C=2C=CC=3N(C2)C(=C(N3)C3CC3)C)=O)C=C1 (4-((4-tert-Butylbenzyl)oxy)-1-(2-cyclopropyl-3-methylimidazo[1,2-a]pyridin-6-yl)pyridin-2(1H)-one). Reactants: C1(CC1)C=1N=C2N(C=C(C=C2)N2C(C=C(C=C2)O)=O)C1C (1-(2-cyclopropyl-3-methylimidazo[1,2-a]pyridin-6-yl)-4-hydroxypyridin-2(1H)-one), BrCC1=CC=C(C=C1)C(C)(C)C (1-(bromomethyl)-4-(tert-butyl)benzene), C([O-])([O-])=O.[K+].[K+] (potassium carbonate), O (water). The solvent is CN(C)C=O (DMF). Procedure details: To a solution of 1-(2-cyclopropyl-3-methylimidazo[1,2-a]pyridin-6-yl)-4-hydroxypyridin-2(1H)-one (200 mg) in DMF (3 ml) were added 1-(bromomethyl)-4-(tert-butyl)benzene (178 mg) and potassium carbonate (197 mg) at room temperature, and the mixture was stirred for 17 h. The mixture was poured into water, and the resultant solid was collected by filtration. The solid was recrystallized from acetone to give the title compound (143 mg) as white crystals. As a reaction SMILES: [CH:1]1([C:4]2[N:5]=[C:6]3[CH:11]=[CH:10][C:9]([N:12]4[CH:17]=[CH:16][C:15]([OH:18])=[CH:14][C:13]4=[O:19])=[CH:8][N:7]3[C:20]=2[CH3:21])[CH2:3][CH2:2]1.Br[CH2:23][C:24]1[CH:29]=[CH:28][C:27]([C:30]([CH3:33])([CH3:32])[CH3:31])=[CH:26][CH:25]=1.C(=O)([O-])[O-].[K+].[K+].O>CN(C=O)C>[C:30]([C:27]1[CH:26]=[CH:25][C:24]([CH2:23][O:18][C:15]2[CH:16]=[CH:17][N:12]([C:9]3[CH:10]=[CH:11][C:6]4[N:7]([C:20]([CH3:21])=[C:4]([CH:1]5[CH2:3][CH2:2]5)[N:5]=4)[CH:8]=3)[C:13](=[O:19])[CH:14]=2)=[CH:29][CH:28]=1)([CH3:33])([CH3:31])[CH3:32] |f:2.3.4|. Reaction conditions: time 17 hour. Starting materials: C[Si](C)(C)O[Si](C)(C)C, CSc1sc(C(N)=O)cc1-c1nc(-c2ccccc2)cs1, [Cl-], CC(Cl)Cl, [Na+], O=P12OP3(=O)OP(=O)(O1)OP(=O)(O2)O3. Product: CSc1sc(C#N)cc1-c1nc(-c2ccccc2)cs1. RXN SMILES: [CH3:15][Si:16]([CH3:17])([CH3:18])[O:19][Si:20]([CH3:21])([CH3:22])[CH3:23].[CH3:24][S:25][c:26]1[c:27](-[c:34]2[s:35][cH:36][c:37](-[c:39]3[cH:40][cH:41][cH:42][cH:43][cH:44]3)[n:38]2)[cH:28][c:29]([C:31](=[O:32])[NH2:33])[s:30]1.[Cl-:45].[Cl:47][CH:48]([Cl:49])[CH3:50].[Na+:46].[O:1]=[P:2]12[O:3][P:4]3(=[O:14])[O:5][P:6](=[O:12])([O:7][P:8](=[O:11])([O:9]3)[O:10]1)[O:13]2>>[CH3:24][S:25][c:26]1[c:27](-[c:34]2[s:35][cH:36][c:37](-[c:39]3[cH:40][cH:41][cH:42][cH:43][cH:44]3)[n:38]2)[cH:28][c:29]([C:31]#[N:33])[s:30]1. Reactants: ClC=1C=C(C(=O)O)C=C(C1I)Cl (3,5-dichloro-4-iodobenzoic acid), title intermediate, C1CCOC1 (THF). Yields the product ClC=1C=C(CO)C=C(C1I)Cl (3,5-dichloro-4-iodobenzyl alcohol). As a reaction SMILES: [Cl:1][C:2]1[CH:3]=[C:4]([CH:8]=[C:9]([Cl:12])[C:10]=1[I:11])[C:5](O)=[O:6].C1COCC1>>[Cl:1][C:2]1[CH:3]=[C:4]([CH:8]=[C:9]([Cl:12])[C:10]=1[I:11])[CH2:5][OH:6]. Reported procedure: Using essentially the same procedure as for Example 8-1, Step 2, 3,5-dichloro-4-iodobenzoic acid (1900 mg, 6.0 mmol) was reduced to the title intermediate (1050 mg) using 2M borane-methyl sulfide complex in THF (4.0 mL, 8.0 mmol). Starting materials: Cl, Nc1c(Br)cc(Br)cc1S(=O)(=O)F, [Na+], [Na+], O, O=S([O-])[O-]. The product is Nc1c(Br)cc(Br)cc1S(=O)O. RXN SMILES: [ClH:20].[F:7][S:8](=[O:9])(=[O:10])[c:11]1[c:12]([NH2:13])[c:14]([Br:19])[cH:15][c:16]([Br:18])[cH:17]1.[Na+:5].[Na+:6].[OH2:21].[S:1]([O-:2])([O-:3])=[O:4]>>[S:8](=[O:9])([OH:10])[c:11]1[c:12]([NH2:13])[c:14]([Br:19])[cH:15][c:16]([Br:18])[cH:17]1.